This data is from the Open Reaction Database (ORD), a public repository of structured organic reaction records. The task is: describe an organic reaction: reactants, conditions, products, and yield Yields the product COC(=O)C(Cc1ccc(NC(=O)c2c(Cl)cccc2Cl)cc1)NC(=O)OC(C)(C)C. Reaction SMILES: [CH3:1][O:2][C:3]([CH:4]([NH:5][C:6](=[O:7])[O:8][C:9]([CH3:10])([CH3:11])[CH3:12])[CH2:13][c:14]1[cH:15][cH:16][c:17]([NH2:20])[cH:18][cH:19]1)=[O:21].[CH:33]([N:34]([CH:35]([CH3:36])[CH3:37])[CH2:38][CH3:39])([CH3:40])[CH3:41].[Cl:22][c:23]1[c:24]([C:25](=[O:26])[Cl:27])[c:28]([Cl:32])[cH:29][cH:30][cH:31]1.[Cl:42][CH2:43][Cl:44]>>[CH3:1][O:2][C:3]([CH:4]([NH:5][C:6](=[O:7])[O:8][C:9]([CH3:10])([CH3:11])[CH3:12])[CH2:13][c:14]1[cH:15][cH:16][c:17]([NH:20][C:25]([c:24]2[c:23]([Cl:22])[cH:31][cH:30][cH:29][c:28]2[Cl:32])=[O:26])[cH:18][cH:19]1)=[O:21]. Starting materials: COC(=O)C(Cc1ccc(N)cc1)NC(=O)OC(C)(C)C, CCN(C(C)C)C(C)C, O=C(Cl)c1c(Cl)cccc1Cl, ClCCl. Reactants: OC1=C(C=C(C=C1)C(C)=O)SC (1-[4-hydroxy-3-(methylmercapto)phenyl]ethanone), K2COO3, BrCCCBr (1,3-dibromopropane). The solvent is C(C)#N (acetonitrile). Run at time 8 hour. Product: BrCCCOC1=C(C=C(C=C1)C(C)=O)SC (1-[4-(3-bromopropoxy)-3-(methylmercapto)phenyl]ethanone). Reaction SMILES: [OH:1][C:2]1[CH:7]=[CH:6][C:5]([C:8](=[O:10])[CH3:9])=[CH:4][C:3]=1[S:11][CH3:12].[Br:13][CH2:14][CH2:15][CH2:16]Br>C(#N)C>[Br:13][CH2:14][CH2:15][CH2:16][O:1][C:2]1[CH:7]=[CH:6][C:5]([C:8](=[O:10])[CH3:9])=[CH:4][C:3]=1[S:11][CH3:12]. Reported procedure: A mixture of 1-[4-hydroxy-3-(methylmercapto)phenyl]ethanone (5.4 g; 0.03 mole), K2COO3 (4.2 g), 1,3-dibromopropane (8 g, 0.039 mole) in acetonitrile (150 ml) was heated at reflux for 3 hours and stirred at room temperature overnight. Acetonitrile was removed at reduced pressure and the residue was extracted into dichloromethane (250 ml). Insolubles were filtered off. The dichloromethane solution was concentrated. The crude product was purified on a silica gel columns (SiO2, 100 g; eluted with 3:... The reactants are C1(=CC=CC=C1)P(C1=CC=CC=C1)C1=CC=CC=C1 (triphenylphosphine), C(C)(C)O (isopropanol), CCOC(=O)/N=N/C(=O)OCC (diethylazodicarboxylate), O1COC2=C1C=CC(=C2)C2OC1=CC=C(C=C1C(C2C(=O)OC)=O)OCCCC (methyl 2-(benzo[1,3]dioxol-5-yl)-6-butoxy-4-oxo-chroman-3-carboxylate). The solvent is C1CCOC1 (THF), C1CCOC1 (THF). Reaction conditions: temperature -10 celsius, time 2 hour. The product is O1COC2=C1C=CC(=C2)C2OC1=CC=C(C=C1C(=C2C(=O)OC)OC(C)C)OCCCC (Methyl 2-(benzo[1,3]dioxol-5-yl)-6-butoxy-4-isopropoxy-2H-chromen-3-carboxylate). As a reaction SMILES: [O:1]1[C:5]2[CH:6]=[CH:7][C:8]([CH:10]3[CH:19]([C:20]([O:22][CH3:23])=[O:21])[C:18](=[O:24])[C:17]4[C:12](=[CH:13][CH:14]=[C:15]([O:25][CH2:26][CH2:27][CH2:28][CH3:29])[CH:16]=4)[O:11]3)=[CH:9][C:4]=2[O:3][CH2:2]1.[C:30]1(P(C2C=CC=CC=2)C2C=CC=CC=2)[CH:35]=CC=C[CH:31]=1.C(O)(C)C.CCOC(/N=N/C(OCC)=O)=O>C1COCC1>[O:1]1[C:5]2[CH:6]=[CH:7][C:8]([CH:10]3[C:19]([C:20]([O:22][CH3:23])=[O:21])=[C:18]([O:24][CH:30]([CH3:35])[CH3:31])[C:17]4[C:12](=[CH:13][CH:14]=[C:15]([O:25][CH2:26][CH2:27][CH2:28][CH3:29])[CH:16]=4)[O:11]3)=[CH:9][C:4]=2[O:3][CH2:2]1. Procedure: The compound (VII-3) was converted to methyl 2-(benzo[1,3]dioxol-5-yl)-6-butoxy-4-oxo-chroman-3-carboxylate (IV-3) by a similar method as Step 5 of Reference Example 2. Compound (V-3) (250 mg, 0.628 mmol), triphenylphosphine (247 mg, 0.943 mmol) and isopropanol (57 mg, 0.943 mmol) were dissolved in 7 ml of THF and cooled to −10° C. A solution of diethylazodicarboxylate (164 mg, 0.943 mmol) in THF (2 ml) was added dropwise and stirred for 2 h at the same temperature. After the solvent was removed... Reactants: ClC=1N=C(C2=C(N1)C=CC(=N2)CN2CCC(CC2)C(C)(C)O)N2CCOCC2 (2-(1-((2-chloro-4-morpholinopyrido[3,2-d]pyrimidin-6-yl)methyl)piperidin-4-yl)propan-2-ol), N1C(=NC2=C1C=CC=C2)CC#N (2-(1H-benzo[d]imidazol-2-yl)acetonitrile). Yields the product OC(C)(C)C1CCN(CC1)CC=1C=CC=2N=C(N=C(C2N1)N1CCOCC1)N1C(=NC2=C1C=CC=C2)CC#N (2-(1-(6-((4-(2-hydroxypropan-2-yl)piperidin-1-yl)methyl)-4-morpholinopyrido[3,2-d]pyrimidin-2-yl)-1H-benzo[d]imidazol-2-yl)acetonitrile). As a reaction SMILES: Cl[C:2]1[N:3]=[C:4]([N:23]2[CH2:28][CH2:27][O:26][CH2:25][CH2:24]2)[C:5]2[N:11]=[C:10]([CH2:12][N:13]3[CH2:18][CH2:17][CH:16]([C:19]([OH:22])([CH3:21])[CH3:20])[CH2:15][CH2:14]3)[CH:9]=[CH:8][C:6]=2[N:7]=1.[NH:29]1[C:33]2[CH:34]=[CH:35][CH:36]=[CH:37][C:32]=2[N:31]=[C:30]1[CH2:38][C:39]#[N:40]>>[OH:22][C:19]([CH:16]1[CH2:17][CH2:18][N:13]([CH2:12][C:10]2[CH:9]=[CH:8][C:6]3[N:7]=[C:2]([N:29]4[C:33]5[CH:34]=[CH:35][CH:36]=[CH:37][C:32]=5[N:31]=[C:30]4[CH2:38][C:39]#[N:40])[N:3]=[C:4]([N:23]4[CH2:28][CH2:27][O:26][CH2:25][CH2:24]4)[C:5]=3[N:11]=2)[CH2:14][CH2:15]1)([CH3:21])[CH3:20]. Procedure: Following General Procedure D, 2-(1-((2-chloro-4-morpholinopyrido[3,2-d]pyrimidin-6-yl)methyl)piperidin-4-yl)propan-2-ol from Example 8 was reacted with 2-(1H-benzo[d]imidazol-2-yl)acetonitrile to give 158. 1H NMR (400 MHz, DMSO) δ 8.32 (d, J=7.8 Hz, 1H), 8.21 (d, J=8.5 Hz, 1H), 7.91 (d, J=8.6 Hz, 1H), 7.76 (d, J=7.8 Hz, 1H), 7.38 (overlapping m, 2H), 4.88 (s, 2H), 4.54 (s, 4H), 4.04 (s, 1H), 3.86 (s, 4H), 3.73 (s, 2H), 2.92 (d, J=10.5 Hz, 2H), 1.99 (t, J=11.5 Hz, 2H), 1.67 (d, J=11.7 Hz, 2H), 1... Reactants: [OH-].[K+] (potassium hydroxide), Cl.C1(CC1)CN ((cyclopropylmethyl)amine hydrochloride), ClC=1C=CC2=C(C(=NCC=3N2C(=NN3)CCl)C3=C(C=CC=C3)Cl)C1 (8-chloro-1-(chloromethyl)-6-(o-chlorophenyl)-4H-s-triazolo[4,3-a][1,4]-benzodiazepine), [I-].[K+] (potassium iodide). Solvent: O1CCCC1 (tetrahydrofuran). Yields the product ClC=1C=CC2=C(C(=NCC=3N2C(=NN3)CNCC3CC3)C3=C(C=CC=C3)Cl)C1 (8-chloro-1-[[(cyclopropylmethyl)amino]methyl]-6-(o-chlorophenyl)-4H-s-triazolo[4,3-a][1,4]benzodiazepine). RXN SMILES: [OH-].[K+].Cl.[CH:4]1([CH2:7][NH2:8])[CH2:6][CH2:5]1.[Cl:9][C:10]1[CH:11]=[CH:12][C:13]2[N:19]3[C:20]([CH2:23]Cl)=[N:21][N:22]=[C:18]3[CH2:17][N:16]=[C:15]([C:25]3[CH:30]=[CH:29][CH:28]=[CH:27][C:26]=3[Cl:31])[C:14]=2[CH:32]=1.[I-].[K+]>O1CCCC1>[Cl:9][C:10]1[CH:11]=[CH:12][C:13]2[N:19]3[C:20]([CH2:23][NH:8][CH2:7][CH:4]4[CH2:6][CH2:5]4)=[N:21][N:22]=[C:18]3[CH2:17][N:16]=[C:15]([C:25]3[CH:30]=[CH:29][CH:28]=[CH:27][C:26]=3[Cl:31])[C:14]=2[CH:32]=1 |f:0.1,2.3,5.6|. Procedure: In the manner given in Example 3, a solution of potassium hydroxide and (cyclopropylmethyl)amine hydrochloride is treated with a solution of 8-chloro-1-(chloromethyl)-6-(o-chlorophenyl)-4H-s-triazolo[4,3-a][1,4]-benzodiazepine and potassium iodide in tetrahydrofuran to give 8-chloro-1-[[(cyclopropylmethyl)amino]methyl]-6-(o-chlorophenyl)-4H-s-triazolo[4,3-a][1,4]benzodiazepine. Reactants: C(C)(=O)N1[C@H](C[C@H](C2=CC(=CC=C12)C(=O)O)OC1=CC=C(C=C1)N1CCOCC1)C ((2S,4R)-1-acetyl-2-methyl-4-(4-morpholinophenoxy)-1,2,3,4-tetrahydroquinoline-6-carboxylic acid), CN (monomethylamine), Cl (HCl), C=1C=CC2=C(C1)N=NN2O (HOBt). The solvent is ClCCl (dichloromethane), O (H2O), O (water). Reaction conditions: time 1.5 hour. The product is C(C)(=O)N1C(CC(C2=CC(=CC=C12)C(=O)NC)OC1=CC=C(C=C1)N1CCOCC1)C (1-acetyl-N,2-dimethyl-4-(4-morpholinophenoxy)-1,2,3,4-tetra hydroquinoline-6-carboxamide). As a reaction SMILES: [C:1]([N:4]1[C:13]2[C:8](=[CH:9][C:10]([C:14]([OH:16])=O)=[CH:11][CH:12]=2)[C@H:7]([O:17][C:18]2[CH:23]=[CH:22][C:21]([N:24]3[CH2:29][CH2:28][O:27][CH2:26][CH2:25]3)=[CH:20][CH:19]=2)[CH2:6][C@@H:5]1[CH3:30])(=[O:3])[CH3:2].Cl.C1C=CC2N(O)N=[N:38][C:36]=2C=1.CN>ClCCl.O>[C:1]([N:4]1[C:13]2[C:8](=[CH:9][C:10]([C:14]([NH:38][CH3:36])=[O:16])=[CH:11][CH:12]=2)[CH:7]([O:17][C:18]2[CH:19]=[CH:20][C:21]([N:24]3[CH2:29][CH2:28][O:27][CH2:26][CH2:25]3)=[CH:22][CH:23]=2)[CH2:6][CH:5]1[CH3:30])(=[O:3])[CH3:2]. Reported procedure: 48.6 mg of (2S,4R)-1-acetyl-2-methyl-4-(4-morpholinophenoxy)-1,2,3,4-tetrahydroquinoline-6-carboxylic acid, 27.2 mg of WSCD.HCl, and 24.6 mg of HOBt.H2O were dissolved in 1 mL of dichloromethane, and the solution was stirred for 1.5 hours at room temperature. 178 μL of monomethylamine (2.0 M tetrahydrofuran solution) was added to the reaction liquid, and the mixture was stirred for another 1.5 hours at room temperature. After completion of the reaction, water was added to the reaction mixture, a... Reactants: OCC1=CC(=C(OC(C(=O)OC)C2=CC=CC=C2)C=C1)CCC (Methyl (4-Hydroxymethyl-2-Propyl-Phenoxy) -2-Phenylacetate), C(Br)(Br)(Br)Br (carbon tetrabromide), C1(=CC=CC=C1)P(C1=CC=CC=C1)C1=CC=CC=C1 (triphenylphosphine). Run in C(Cl)Cl (methylene chloride). Product: BrCC1=CC(=C(OC(C(=O)OC)C2=CC=CC=C2)C=C1)CCC (Methyl (4-Bromomethyl-2-Propylphenoxy)-2-Phenylacetate). Isolated yield 80.7%. As a reaction SMILES: O[CH2:2][C:3]1[CH:20]=[CH:19][C:6]([O:7][CH:8]([C:13]2[CH:18]=[CH:17][CH:16]=[CH:15][CH:14]=2)[C:9]([O:11][CH3:12])=[O:10])=[C:5]([CH2:21][CH2:22][CH3:23])[CH:4]=1.C(Br)(Br)(Br)[Br:25].C1(P(C2C=CC=CC=2)C2C=CC=CC=2)C=CC=CC=1>C(Cl)Cl>[Br:25][CH2:2][C:3]1[CH:20]=[CH:19][C:6]([O:7][CH:8]([C:13]2[CH:18]=[CH:17][CH:16]=[CH:15][CH:14]=2)[C:9]([O:11][CH3:12])=[O:10])=[C:5]([CH2:21][CH2:22][CH3:23])[CH:4]=1. Reported procedure: To a stirred (0° C.) solution of 0.750 g (2.31 mmol) of the product of Step G, and 0.949 g (2.86 mmol) of carbon tetrabromide dissolved in 7 mL of methylene chloride was added 0.751 g of triphenylphosphine (2.86 mmol) in portions. After the addition was complete, the reaction mixture was stirred and allowed to warm to room temperature over 1 hour. The reaction mixture was then evaporated in vacuo, and the residue was purified on a silica gel flash chromatography column eluted with 10% ethyl acet... Reactants: CCOC(=O)C=Cc1ccccc1, C=CC(=O)OCC, CC(=O)[O-], CC(=O)CC(C)=O, CC(=O)O, [Na+], CC(=O)[O-], CC(=O)[O-], O, [Pd+2], CCOC(=O)C=C(c1ccccc1)c1ccccc1, c1ccccc1. Product: CCOC(=O)C=COC(C)=O. RXN SMILES: [C:27]([O:28][CH2:29][CH3:30])(=[O:31])[CH:32]=[CH:33][c:34]1[cH:35][cH:36][cH:37][cH:38][cH:39]1.[C:7]([CH:8]=[CH2:9])(=[O:10])[O:11][CH2:12][CH3:13].[CH3:15][C:16]([O-:17])=[O:18].[CH3:19][C:20]([CH2:21][C:22](=[O:23])[CH3:24])=[O:25].[CH3:68][C:69](=[O:70])[OH:71].[Na+:14].[O-:60][C:61]([CH3:62])=[O:63].[O-:64][C:65]([CH3:66])=[O:67].[O:26].[Pd+2:59].[c:40]1([C:41]([c:42]2[cH:43][cH:44][cH:45][cH:46][cH:47]2)=[CH:48][C:49]([O:50][CH2:51][CH3:52])=[O:53])[cH:54][cH:55][cH:56][cH:57][cH:58]1.[cH:1]1[cH:2][cH:3][cH:4][cH:5][cH:6]1>>[C:7]([CH:8]=[CH:9][O:18][C:16]([CH3:15])=[O:17])(=[O:10])[O:11][CH2:12][CH3:13].